From a dataset of the Open Reaction Database (ORD), a public repository of structured organic reaction records. describe an organic reaction: reactants, conditions, products, and yield Reactants: BrC=1C=CC=C2CC(C(C12)=O)C (7-Bromo-2-methyl-1-indanone), O (water), FC(C=1C=C(C=C(C1)C(F)(F)F)B(O)O)(F)F (3,5-bis(trifluoromethyl)phenylboronic acid), C([O-])([O-])=O.[Na+].[Na+] (sodium carbonate). Reagents/catalysts: C(C)(=O)[O-].[Pd+2].C(C)(=O)[O-] (palladium acetate). The solvent is C(OC)COC (dimethoxyethane). Conditions: temperature 80 celsius, time 2 hour. Product: FC(C=1C=C(C=C(C1)C(F)(F)F)C=1C=CC=C2CC(C(C12)=O)C)(F)F (7-(3,5-Bis(trifluoromethyl)phenyl)-2-methyl-1-indanone). Yield: 92.4%. RXN SMILES: Br[C:2]1[CH:3]=[CH:4][CH:5]=[C:6]2[C:10]=1[C:9](=[O:11])[CH:8]([CH3:12])[CH2:7]2.[F:13][C:14]([F:29])([F:28])[C:15]1[CH:16]=[C:17](B(O)O)[CH:18]=[C:19]([C:21]([F:24])([F:23])[F:22])[CH:20]=1.C(=O)([O-])[O-].[Na+].[Na+].O>C(COC)OC.C([O-])(=O)C.[Pd+2].C([O-])(=O)C>[F:13][C:14]([F:28])([F:29])[C:15]1[CH:16]=[C:17]([C:2]2[CH:3]=[CH:4][CH:5]=[C:6]3[C:10]=2[C:9](=[O:11])[CH:8]([CH3:12])[CH2:7]3)[CH:18]=[C:19]([C:21]([F:22])([F:23])[F:24])[CH:20]=1 |f:2.3.4,7.8.9|. Procedure: Using a method similar to Example 15 a), 6.75 g (0.03 mol) of (2), 8.5 g (0.033 mol) of 3,5-bis(trifluoromethyl)phenylboronic acid and 7.0 g (0.066 mol) of sodium carbonate were placed in 120 ml of dimethoxyethane and 36 ml of water in the reaction vessel, the mixture was degassed a number of times and saturated with argon. 120 mg (0.5 mmol) of palladium acetate and 282 mg (1.1 mmol) of TPP were added and the reaction mixture was stirred for 2 hours at 80° C. After addition of 150 ml of water, t...